From a dataset of the Open Reaction Database (ORD), a public repository of structured organic reaction records. describe an organic reaction: reactants, conditions, products, and yield Reactants: [OH-].[K+] (KOH), C1=CC(=CC=C1CC2=CC=C(C=C2)N)N (4,4-methylenedianiline), C1(CCCCC1)=O (cyclohexanone), [BH4-].[Na+] (sodium borohydride). The solvent is CO (methanol), C1(=CC=CC=C1)C (toluene). Product: C1(CCCCC1)NC1=CC=C(CC2=CC=C(C=C2)NC2CCCCC2)C=C1 (4-(4-(cyclohexylamino)benzyl)-N-cyclohexylbenzeneamine). Isolated yield 102.9%. Reaction SMILES: [CH:1]1[C:6]([CH2:7][C:8]2[CH:13]=[CH:12][C:11]([NH2:14])=[CH:10][CH:9]=2)=[CH:5][CH:4]=[C:3]([NH2:15])[CH:2]=1.[C:16]1(=O)[CH2:21][CH2:20][CH2:19][CH2:18][CH2:17]1.[BH4-].[Na+].[OH-].[K+]>CO.C1(C)C=CC=CC=1>[CH:16]1([NH:15][C:3]2[CH:2]=[CH:1][C:6]([CH2:7][C:8]3[CH:13]=[CH:12][C:11]([NH:14][CH:1]4[CH2:6][CH2:5][CH2:4][CH2:3][CH2:2]4)=[CH:10][CH:9]=3)=[CH:5][CH:4]=2)[CH2:21][CH2:20][CH2:19][CH2:18][CH2:17]1 |f:2.3,4.5|. Reported procedure: 30 ml of toluene was added to 4.000 g (20.175 mmol) of 4,4-methylenedianiline, 15.839 g (161.396 mmol) of cyclohexanone, and 10.0 g of molecular sieves (4 Å). The mixture was reacted at 100° C. for 2 days. The mixture was cooled to room temperature, molecular sieves were filtered, and dried in a vacuum at 60° C. to prepare 4-(4-(cyclohexylideneamino)benzyl)-N-cyclohexylidenebenzeneamine. The obtained product was dissolved in 60 ml of methanol, 4.576 g (121.047 mmol) of sodium borohydride was add... Starting materials: C1CCOC1, CCCC(O)COC, CCc1nc2c([nH]1)C(=O)N(C)CN2c1ccc(Cl)cc1Cl, [Na+], O=C([O-])O, CCOC(=O)N=NC(=O)OCC, c1ccc(P(c2ccccc2)c2ccccc2)cc1. Product: CCCC(COC)n1c(CC)nc2c1C(=O)N(C)CN2c1ccc(Cl)cc1Cl. RXN SMILES: [CH2:66]1[O:67][CH2:68][CH2:69][CH2:70]1.[CH3:41][O:42][CH2:43][CH:44]([CH2:45][CH2:46][CH3:47])[OH:48].[Cl:1][c:2]1[c:3]([N:9]2[CH2:10][N:11]([CH3:21])[C:12](=[O:20])[c:13]3[nH:14][c:15]([CH2:18][CH3:19])[n:16][c:17]32)[cH:4][cH:5][c:6]([Cl:8])[cH:7]1.[Na+:65].[O-:61][C:62]([OH:63])=[O:64].[O:49]=[C:50]([O:51][CH2:52][CH3:53])[N:54]=[N:55][C:56]([O:57][CH2:58][CH3:59])=[O:60].[c:22]1([P:23]([c:24]2[cH:25][cH:26][cH:27][cH:28][cH:29]2)[c:30]2[cH:31][cH:32][cH:33][cH:34][cH:35]2)[cH:36][cH:37][cH:38][cH:39][cH:40]1>>[Cl:1][c:2]1[c:3]([N:9]2[CH2:10][N:11]([CH3:21])[C:12](=[O:20])[c:13]3[n:14]([CH:44]([CH2:43][O:42][CH3:41])[CH2:45][CH2:46][CH3:47])[c:15]([CH2:18][CH3:19])[n:16][c:17]32)[cH:4][cH:5][c:6]([Cl:8])[cH:7]1. Reactants: CC=1N=C2SC3=C(N2C(C1C1=CC=C(C=C1)C(F)(F)F)=O)C=CC=C3 (2-Methyl-3-[4-(trifluoromethyl)phenyl]-4H-pyrimido[2,1-b][1,3]benzothiazol-4-one), C(C)OCCOC1=C(C=O)C=CC=C1OC (2-(2-ethoxyethoxy)-3-methoxybenzaldehyde), [O-]CC.[Na+] (sodium ethoxide). The solvent is C(C)O (ethanol). The product is C(C)OCCOC1=C(C=CC=C1OC)/C=C/C=1N=C2N(C(C1C1=CC=C(C=C1)C(F)(F)F)=O)C1=C(S2)C=CC=C1 (2-{(E)-2-[(2-Ethoxyethoxy)-3-methoxyphenyl]-1-ethenyl}-3-(4-trifluoromethyl-phenyl)-4H-benzo[4,5][1,3]thiazolo-[3,2-a]pyrimidin-4-one). Yield: 45.5%. As a reaction SMILES: [CH3:1][C:2]1[N:3]=[C:4]2[N:8]([C:9](=[O:21])[C:10]=1[C:11]1[CH:16]=[CH:15][C:14]([C:17]([F:20])([F:19])[F:18])=[CH:13][CH:12]=1)[C:7]1[CH:22]=[CH:23][CH:24]=[CH:25][C:6]=1[S:5]2.[CH2:26]([O:28][CH2:29][CH2:30][O:31][C:32]1[C:39]([O:40][CH3:41])=[CH:38][CH:37]=[CH:36][C:33]=1[CH:34]=O)[CH3:27].[O-]CC.[Na+]>C(O)C>[CH2:26]([O:28][CH2:29][CH2:30][O:31][C:32]1[C:39]([O:40][CH3:41])=[CH:38][CH:37]=[CH:36][C:33]=1/[CH:34]=[CH:1]/[C:2]1[N:3]=[C:4]2[S:5][C:6]3[CH:25]=[CH:24][CH:23]=[CH:22][C:7]=3[N:8]2[C:9](=[O:21])[C:10]=1[C:11]1[CH:12]=[CH:13][C:14]([C:17]([F:18])([F:19])[F:20])=[CH:15][CH:16]=1)[CH3:27] |f:2.3|. Procedure details: The title compound was synthesized by condensation of Intermediate 23 (250 mg, 0.690 mmol) with 2-(2-ethoxyethoxy)-3-methoxybenzaldehyde (204 mg, 0.970 mmol) in presence of sodium ethoxide (94 mg, 1.380 mmol) in ethanol (15 ml) according to the procedure outlined in Example 24 to give 178 mg of the desired product as a pale yellow solid; 1H NMR (300 MHz, DMSO-d6) δ 1.91 (t, J=6.9 Hz, 3H), 3.48-3.55 (m, 4H), 3.78 (s, 3H), 4.06 (br s, 2H), 6.81 (d, J=15.6 Hz, 1H), 6.92-6.94 (m, 1H), 7.00-7.02 (m, ... The reactants are C(=O)(O)CC1COC2=C1C(=CC=C2OC)C(=O)NC2=C(C=NC=C2Cl)Cl ((±)-3-Carboxymethyl-4-(3,5-dichloro-4-pyridylaminocarbonyl)-7-methoxy-2,3-dihydrobenzofuran), FC1=CC=C(CN)C=C1 (4-fluorobenzylamine). Product: ClC=1C=NC=C(C1NC(=O)C1=CC=C(C2=C1C(CO2)CC(=O)NCC2=CC=C(C=C2)F)OC)Cl ((±)-4-[(3,5-Dichloro-4-pyridyl)aminocarbonyl]-3-[(4-fluorobenzyl)aminocarbonyl]methyl-7-methoxy-2,3-dihydrobenzofuran). Isolated yield 51.0%. As a reaction SMILES: [C:1]([CH2:4][CH:5]1[C:9]2[C:10]([C:16]([NH:18][C:19]3[C:24]([Cl:25])=[CH:23][N:22]=[CH:21][C:20]=3[Cl:26])=[O:17])=[CH:11][CH:12]=[C:13]([O:14][CH3:15])[C:8]=2[O:7][CH2:6]1)(O)=[O:2].[F:27][C:28]1[CH:35]=[CH:34][C:31]([CH2:32][NH2:33])=[CH:30][CH:29]=1>>[Cl:26][C:20]1[CH:21]=[N:22][CH:23]=[C:24]([Cl:25])[C:19]=1[NH:18][C:16]([C:10]1[C:9]2[CH:5]([CH2:4][C:1]([NH:33][CH2:32][C:31]3[CH:34]=[CH:35][C:28]([F:27])=[CH:29][CH:30]=3)=[O:2])[CH2:6][O:7][C:8]=2[C:13]([O:14][CH3:15])=[CH:12][CH:11]=1)=[O:17]. Procedure: Substantially the same procedure as in Example 13 was repeated using Compound 9 (0.20 g) obtained in Example 9 and 4-fluorobenzylamine to give Compound 29 (0.13 g, 51%) as a white solid. Reactants: C(C=C)Br (Allyl bromide), BrC1=C(C=C(C=C1)[N+](=O)[O-])NS(=O)(=O)C (N-(2-bromo-5-nitrophenyl)methanesulfonamide), C([O-])([O-])=O.[Cs+].[Cs+] (cesium carbonate). The solvent is CC(=O)CC (methylethylketone). Product: C(C=C)N(S(=O)(=O)C)C1=C(C=CC(=C1)[N+](=O)[O-])Br (N-allyl-N-(2-bromo-5-nitrophenyl)methanesulfonamide). Yield: 99.8%. RXN SMILES: [CH2:1](Br)[CH:2]=[CH2:3].[Br:5][C:6]1[CH:11]=[CH:10][C:9]([N+:12]([O-:14])=[O:13])=[CH:8][C:7]=1[NH:15][S:16]([CH3:19])(=[O:18])=[O:17].C(=O)([O-])[O-].[Cs+].[Cs+]>CC(CC)=O>[CH2:3]([N:15]([C:7]1[CH:8]=[C:9]([N+:12]([O-:14])=[O:13])[CH:10]=[CH:11][C:6]=1[Br:5])[S:16]([CH3:19])(=[O:17])=[O:18])[CH:2]=[CH2:1] |f:2.3.4|. Procedure: Allyl bromide (1.36 g, 11.25 mmol) was added to a mixture of N-(2-bromo-5-nitrophenyl)methanesulfonamide (1.66 g, 5.62 mmol) and cesium carbonate (5.49 g, 16.86 mmol) in methylethylketone (20 ml). The mixture was heated to reflux for 2 hr. The mixture was cooled and poured onto water. The product was extracted into ethyl acetate (2×75 ml) and the extracts were dried (anhydrous MgSO4) and concentrated to provide 1.88 g of N-allyl-N-(2-bromo-5-nitrophenyl)methanesulfonamide which required no purif... Reactants: CCOC(C)=O, CC(C)N=C=S, Cc1ccc(N)c(S(N)(=O)=O)c1. The product is Cc1ccc2c(c1)S(=O)(=O)N=C(NC(C)C)N2. RXN SMILES: [CH3:19][CH2:20][O:21][C:22](=[O:23])[CH3:24].[CH:13]([CH3:14])([CH3:15])[N:16]=[C:17]=[S:18].[NH2:1][c:2]1[c:3]([S:9](=[O:10])(=[O:11])[NH2:12])[cH:4][c:5]([CH3:8])[cH:6][cH:7]1>>[NH:1]1[c:2]2[c:3]([cH:4][c:5]([CH3:8])[cH:6][cH:7]2)[S:9](=[O:10])(=[O:11])[N:12]=[C:17]1[NH:16][CH:13]([CH3:14])[CH3:15]. Reactants: COc1cc(OC)c2c(c1)SCC1C2(C)CCC2C(C)(C)CCCC21C, ClCCl, O=C(OO)c1cccc(Cl)c1. Yields the product COc1cc(OC)c2c(c1)S(=O)CC1C2(C)CCC2C(C)(C)CCCC21C. As a reaction SMILES: [CH3:1][O:2][c:3]1[c:4]2[c:17]([cH:18][c:19]([O:21][CH3:22])[cH:20]1)[S:16][CH2:15][CH:14]1[C:5]2([CH3:26])[CH2:6][CH2:7][CH:8]2[C:9]([CH3:24])([CH3:25])[CH2:10][CH2:11][CH2:12][C:13]21[CH3:23].[Cl:38][CH2:39][Cl:40].[OH:27][O:28][C:29]([c:30]1[cH:31][c:32]([Cl:33])[cH:34][cH:35][cH:36]1)=[O:37]>>[CH3:1][O:2][c:3]1[c:4]2[c:17]([cH:18][c:19]([O:21][CH3:22])[cH:20]1)[S:16](=[O:27])[CH2:15][CH:14]1[C:5]2([CH3:26])[CH2:6][CH2:7][CH:8]2[C:9]([CH3:24])([CH3:25])[CH2:10][CH2:11][CH2:12][C:13]21[CH3:23].